This data is from the Open Reaction Database (ORD), a public repository of structured organic reaction records. The task is: describe an organic reaction: reactants, conditions, products, and yield Reactants: ClC1=CC=CC2=C(N(N=C12)CCCCC)C1=CC=C(C=C1)OC (7-chloro-3-(4-methoxyphenyl)-2-pentyl-2H-indazole), B(Br)(Br)Br (boron tribromide), C1=CCCCC1 (cyclohexene). The product is ClC1=CC=CC2=C(N(N=C12)CCCCC)C1=CC=C(C=C1)O (4-[7-chloro-2-pentyl-2H-indazol-3-yl]phenol). Yield: 49.4%. RXN SMILES: [Cl:1][C:2]1[C:10]2[C:6](=[C:7]([C:16]3[CH:21]=[CH:20][C:19]([O:22]C)=[CH:18][CH:17]=3)[N:8]([CH2:11][CH2:12][CH2:13][CH2:14][CH3:15])[N:9]=2)[CH:5]=[CH:4][CH:3]=1.B(Br)(Br)Br.C1CCCCC=1>>[Cl:1][C:2]1[C:10]2[C:6](=[C:7]([C:16]3[CH:17]=[CH:18][C:19]([OH:22])=[CH:20][CH:21]=3)[N:8]([CH2:11][CH2:12][CH2:13][CH2:14][CH3:15])[N:9]=2)[CH:5]=[CH:4][CH:3]=1. Reported procedure: Prepared according to Method D step C from 7-chloro-3-(4-methoxyphenyl)-2-pentyl-2H-indazole (0.015 g, 0.045 mmol), boron tribromide (0.05 mL, 0.5 mmol) and 0.2 mL of cyclohexene to give the product (0.007 g).